Dataset: the Open Reaction Database (ORD), a public repository of structured organic reaction records. Task: describe an organic reaction: reactants, conditions, products, and yield Reactants: C1(CC=CCC1)CNC(OCC)=O (ethyl cyclohex-3-en-1-ylmethylcarbamate), C=O (paraformaldehyde), C([O-])([O-])=O.[K+].[K+] (potassium carbonate), C([O-])([O-])=O.[Cs+].[Cs+] (cesium carbonate). Solvent: C1CCOC1 (THF). Yields the product OCN(C(OCC)=O)CC1CC=CCC1 (Ethyl N-(hydroxymethyl)cyclohex-3-en-1-ylmethylcarbamate). The yield is 60.3%. Reaction SMILES: [CH:1]1([CH2:7][NH:8][C:9](=[O:13])[O:10][CH2:11][CH3:12])[CH2:6][CH2:5][CH:4]=[CH:3][CH2:2]1.C=O.[C:16](=O)([O-])[O-:17].[K+].[K+].C(=O)([O-])[O-].[Cs+].[Cs+]>C1COCC1>[OH:17][CH2:16][N:8]([CH2:7][CH:1]1[CH2:6][CH2:5][CH:4]=[CH:3][CH2:2]1)[C:9](=[O:13])[O:10][CH2:11][CH3:12] |f:2.3.4,5.6.7|. Procedure details: A sample of ethyl cyclohex-3-en-1-ylmethylcarbamate (5.1 g, 28 mmol) in 500 mL of THF was treated with paraformaldehyde (16.7 g, 560 mmol), potassium carbonate (7.8 g, 56 mmol) and cesium carbonate (1.8 g, 5.6 mmol). The mixture was stirred vigorously and heated under reflux for 4 h. The mixture was cooled, filtered and concentrated under reduced pressure. The residue was column chromatographed on silica gel, using 3:1 hexane/ethyl acetate as eluent, to give a colorless oil (3.6 g, 61%). Reactants: CC(=O)[O-], CC(=O)[O-], CC(C)(C)OC(=O)Nc1cccc(-n2c(=O)[nH]c3c(N(Cc4ccccc4)Cc4ccccc4)ncnc32)c1, [Cu+2], CC(C)(C)OC(=O)Nc1cccc(-n2c(=O)[nH]c3c(N)ncnc32)c1, OB(O)c1ccc(Oc2ccccc2)cc1, CN(C)C=O, c1ccncc1. Yields the product CC(C)(C)OC(=O)Nc1cccc(-n2c(=O)n(-c3ccc(Oc4ccccc4)cc3)c3c(N)ncnc32)c1. Reaction SMILES: [C:92]([O-:93])(=[O:94])[CH3:95].[C:97]([O-:98])(=[O:99])[CH3:100].[CH2:26]([N:27]([CH2:28][c:29]1[cH:30][cH:31][cH:32][cH:33][cH:34]1)[c:35]1[n:36][cH:37][n:38][c:39]2[c:40]1[nH:41][c:42](=[O:43])[n:44]2-[c:45]1[cH:46][c:47]([NH:48][C:49](=[O:50])[O:51][C:52]([CH3:53])([CH3:54])[CH3:55])[cH:56][cH:57][cH:58]1)[c:59]1[cH:60][cH:61][cH:62][cH:63][cH:64]1.[Cu+2:96].[NH2:1][c:2]1[c:3]2[nH:4][c:5](=[O:25])[n:6](-[c:11]3[cH:12][c:13]([NH:17][C:18]([O:19][C:20]([CH3:21])([CH3:22])[CH3:23])=[O:24])[cH:14][cH:15][cH:16]3)[c:7]2[n:8][cH:9][n:10]1.[O:65]([c:66]1[cH:67][cH:68][cH:69][cH:70][cH:71]1)[c:72]1[cH:73][cH:74][c:75]([B:78]([OH:79])[OH:80])[cH:76][cH:77]1.[O:87]=[CH:88][N:89]([CH3:90])[CH3:91].[cH:81]1[cH:82][cH:83][n:84][cH:85][cH:86]1>>[NH2:1][c:2]1[c:3]2[n:4](-[c:75]3[cH:74][cH:73][c:72]([O:65][c:66]4[cH:67][cH:68][cH:69][cH:70][cH:71]4)[cH:77][cH:76]3)[c:5](=[O:25])[n:6](-[c:11]3[cH:12][c:13]([NH:17][C:18]([O:19][C:20]([CH3:21])([CH3:22])[CH3:23])=[O:24])[cH:14][cH:15][cH:16]3)[c:7]2[n:8][cH:9][n:10]1.